This data is from the Open Reaction Database (ORD), a public repository of structured organic reaction records. The task is: describe an organic reaction: reactants, conditions, products, and yield As a reaction SMILES: C(C1C=C(CCC2C=CN3C(=O)C(/[CH:24]=[CH:25]/[C:26]([OH:28])=[O:27])=C(N4CCOCC4)N=C3C=2)SC=1)C.[CH:32]([O:34][C@H:35]1[CH2:40][CH2:39][CH2:38][N:37]([C:41]2[N:42]=[C:43]3[CH:53]=[C:52]([C:54]([NH:56][C:57]4[S:58][CH:59]=[C:60]([C:62]([CH3:65])([CH3:64])[CH3:63])[N:61]=4)=[O:55])[CH:51]=[CH:50][N:44]3[C:45](=[O:49])[C:46]=2C=O)[CH2:36]1)=[O:33]>>[C:62]([C:60]1[N:61]=[C:57]([NH:56][C:54]([C:52]2[CH:51]=[CH:50][N:44]3[C:45](=[O:49])[C:46](/[CH:24]=[CH:25]/[C:26]([O:28][C:52]([CH3:54])([CH3:53])[CH3:51])=[O:27])=[C:41]([N:37]4[CH2:38][CH2:39][CH2:40][C@H:35]([O:34][CH:32]=[O:33])[CH2:36]4)[N:42]=[C:43]3[CH:53]=2)=[O:55])[S:58][CH:59]=1)([CH3:65])([CH3:64])[CH3:63]. Product: C(C)(C)(C)C=1N=C(SC1)NC(=O)C1=CC=2N(C(C(=C(N2)N2C[C@H](CCC2)OC=O)/C=C/C(=O)OC(C)(C)C)=O)C=C1 (tert-Butyl (E)-3-{8-({[4-(tert-butyl)-1,3-thiazol-2-yl]amino}carbonyl)-2-[(3S)-3-formyloxyhexahydro-1-pyridinyl]-4-oxo-4H-pyrido[1,2-a]pyrimidin-3-yl}-2-propenoate). Yield: 100.0%. Reactants: C(C)C=1C=C(SC1)CCC1=CC=2N(C(C(=C(N2)N2CCOCC2)/C=C/C(=O)O)=O)C=C1 ((E)-3-{8-[2-(4-Ethyl-2-thienyl)ethyl]-2-morpholino-4-oxo-4H-pyrido[1,2-a]-pyrimidin-3-yl}-2-propenoic acid), C(=O)O[C@@H]1CN(CCC1)C=1N=C2N(C(C1C=O)=O)C=CC(=C2)C(=O)NC=2SC=C(N2)C(C)(C)C ((3S)-1-[8-({[4-(tert-butyl)-1,3-thiazol-2-yl]amino}carbonyl)-3-formyl-4-oxo-4H-pyrido-[1,2-a]pyrimidin-2-yl]hexahydro-3-pyridinyl formate). Procedure details: Reactions were performed in the same manner as in Example 1, (J) by using (3S)-1-[8-({[4-(tert-butyl)-1,3-thiazol-2-yl]amino}carbonyl)-3-formyl-4-oxo-4H-pyrido-[1,2-a]pyrimidin-2-yl]hexahydro-3-pyridinyl formate (524 mg, 1.083 mmol), and the resulting residue was purified by silica gel column chromatography (chloroform→chloroform:methanol=100:1→70:1→50:1) to obtain 742 mg (100% or more) of the title compound as a brown oily substance in a mixture containing byproducts. Reactants: N1=CC=C(C=C1)CN1CCNCC1 (1-[(4-Pyridyl)methyl]piperazine), C(C)(C)(C)OC(C1=CC=C(C=C1)F)=O (t-butyl-4-fluorobenzoate), C([O-])([O-])=O.[K+].[K+] (potassium carbonate). Solvent: CCOC(=O)C (EtOAc), O (water), CS(=O)C (DMSO). Conditions: temperature 130 celsius, time 21 hour. The product is N1=CC=C(C=C1)CN1CCN(CC1)C1=CC=C(C(=O)OC(C)(C)C)C=C1 (tert-Butyl 4-(4-(pyridin-4-ylmethyl)piperazin-1-yl)benzoate). Isolated yield 70.2%. RXN SMILES: [N:1]1[CH:6]=[CH:5][C:4]([CH2:7][N:8]2[CH2:13][CH2:12][NH:11][CH2:10][CH2:9]2)=[CH:3][CH:2]=1.[C:14]([O:18][C:19](=[O:27])[C:20]1[CH:25]=[CH:24][C:23](F)=[CH:22][CH:21]=1)([CH3:17])([CH3:16])[CH3:15].C(=O)([O-])[O-].[K+].[K+]>CS(C)=O.CCOC(C)=O.O>[N:1]1[CH:6]=[CH:5][C:4]([CH2:7][N:8]2[CH2:13][CH2:12][N:11]([C:23]3[CH:24]=[CH:25][C:20]([C:19]([O:18][C:14]([CH3:15])([CH3:16])[CH3:17])=[O:27])=[CH:21][CH:22]=3)[CH2:10][CH2:9]2)=[CH:3][CH:2]=1 |f:2.3.4|. Procedure details: To a solution of 1-[(4-Pyridyl)methyl]piperazine (1.00 g, 5.6 mmol) in DMSO (4.5 mL) in a pressure vessel was added t-butyl-4-fluorobenzoate (1.05 g, 5.4 mmol) followed by potassium carbonate (0.74 g, 5.4 mmol). The pressure vessel was closed and the mixture was stirred at 130° C. for 21 h. The mixture was diluted with EtOAc (300 mL) and water (50 mL). The organic layer was separated, washed with a saturated NaHCO3 solution, brine, dried over MgSO4, and concentrated in vacuo. The residue obtaine... The product is CCCc1cc(CCCN2CCN(c3ccc(C)c(C)c3)CC2)nn1C(C)(C)C. RXN SMILES: [C:1]([CH3:2])([CH3:3])([CH3:4])[n:5]1[n:6][c:7]([CH2:13][CH2:14][CH:15]=[O:16])[cH:8][c:9]1[CH2:10][CH2:11][CH3:12].[CH3:17][c:18]1[cH:19][c:20]([N:25]2[CH2:26][CH2:27][NH:28][CH2:29][CH2:30]2)[cH:21][cH:22][c:23]1[CH3:24].[CH:31]([N:32]([CH2:33][CH3:34])[CH:35]([CH3:36])[CH3:37])([CH3:38])[CH3:39]>>[C:1]([CH3:2])([CH3:3])([CH3:4])[n:5]1[n:6][c:7]([CH2:13][CH2:14][CH2:15][N:28]2[CH2:27][CH2:26][N:25]([c:20]3[cH:19][c:18]([CH3:17])[c:23]([CH3:24])[cH:22][cH:21]3)[CH2:30][CH2:29]2)[cH:8][c:9]1[CH2:10][CH2:11][CH3:12]. The reactants are CCCc1cc(CCC=O)nn1C(C)(C)C, Cc1ccc(N2CCNCC2)cc1C, CCN(C(C)C)C(C)C.